describe an organic reaction: reactants, conditions, products, and yield From a dataset of the Open Reaction Database (ORD), a public repository of structured organic reaction records. The product is Fc1cc(OCc2ccccc2)c(F)cc1Br. Reaction SMILES: [Br:17][CH2:18][c:19]1[cH:20][cH:21][cH:22][cH:23][cH:24]1.[Br:1][c:2]1[cH:3][c:4]([F:10])[c:5]([OH:9])[cH:6][c:7]1[F:8].[C:11](=[O:12])([O-:13])[O-:14].[Cs+:15].[Cs+:16].[O:25]=[CH:26][N:27]([CH3:28])[CH3:29]>>[Br:1][c:2]1[cH:3][c:4]([F:10])[c:5]([O:9][CH2:18][c:19]2[cH:20][cH:21][cH:22][cH:23][cH:24]2)[cH:6][c:7]1[F:8]. Starting materials: BrCc1ccccc1, Oc1cc(F)c(Br)cc1F, O=C([O-])[O-], [Cs+], [Cs+], CN(C)C=O. Reactants: CCOc1ccc(C2CCC3(CC2)OCCO3)c(F)c1F, Cc1ccccc1, O=CO. As a reaction SMILES: [CH2:1]1[O:2][C:4]2([O:3][CH2:21]1)[CH2:5][CH2:6][CH:7]([c:10]1[c:11]([F:20])[c:12]([F:19])[c:13]([O:16][CH2:17][CH3:18])[cH:14][cH:15]1)[CH2:8][CH2:9]2.[CH3:25][c:26]1[cH:27][cH:28][cH:29][cH:30][cH:31]1.[CH:22]([OH:23])=[O:24]>>[O:3]=[C:4]1[CH2:5][CH2:6][CH:7]([c:10]2[c:11]([F:20])[c:12]([F:19])[c:13]([O:16][CH2:17][CH3:18])[cH:14][cH:15]2)[CH2:8][CH2:9]1. Product: CCOc1ccc(C2CCC(=O)CC2)c(F)c1F. The product is CCCNc1cc(C(F)(F)F)ccc1C(=O)N(C)OC. Reaction SMILES: [CH2:1]([CH2:2][CH3:3])[NH:4][c:5]1[c:6]([C:7](=[O:8])[OH:9])[cH:10][cH:11][c:12]([C:14]([F:15])([F:16])[F:17])[cH:13]1.[CH3:18][NH:19][O:20][CH3:21].[Cl:22][CH2:23][Cl:24]>>[CH2:1]([CH2:2][CH3:3])[NH:4][c:5]1[c:6]([C:7](=[O:8])[N:19]([CH3:18])[O:20][CH3:21])[cH:10][cH:11][c:12]([C:14]([F:15])([F:16])[F:17])[cH:13]1. Starting materials: CCCNc1cc(C(F)(F)F)ccc1C(=O)O, CNOC, ClCCl. Reactants: IC1=CC=C(C(=O)OC)C=C1 (Methyl 4-iodobenzoate), O.NN (hydrazine hydrate), O (water). The solvent is C(C)O (ethanol). Yields the product IC1=CC=C(C(=O)NN)C=C1 (4-Iodobenzohydrazide). As a reaction SMILES: [I:1][C:2]1[CH:11]=[CH:10][C:5]([C:6](OC)=[O:7])=[CH:4][CH:3]=1.O.[NH2:13][NH2:14].O>C(O)C>[I:1][C:2]1[CH:11]=[CH:10][C:5]([C:6]([NH:13][NH2:14])=[O:7])=[CH:4][CH:3]=1 |f:1.2|. Reported procedure: To Methyl 4-iodobenzoate (30.0 g, 114 mmol) in ethanol (180.0 ml) was added hydrazine hydrate (30.0 g, 599 mmol). The reaction mixture was reflux for 22.5 hours. Heating was stopped and then water (300.0 ml) was added. After cooling down to room temperature, white solid was appeared. The white product solid was collected by filtration. The product was washed with water and dried under vacuum. Final white pure product was obtained in 26.0 g (86.7%). 1H NMR (400 MHz, DMSO-d6, δ): 9.84 (s, 1H, NH),... As a reaction SMILES: [CH3:1][C:2]1([C:7]2[O:11][C:10]([CH2:12][N:13]3[N:17]=[C:16]([NH2:18])[CH:15]=[N:14]3)=[CH:9][CH:8]=2)[O:6]CCO1.[Cl:19][C:20]1[CH:21]=[C:22]([C:26]2[O:30][C:29]([CH3:31])=[N:28][C:27]=2[C:32](O)=[O:33])[CH:23]=[CH:24][CH:25]=1>>[C:2]([C:7]1[O:11][C:10]([CH2:12][N:13]2[N:17]=[C:16]([NH:18][C:32]([C:27]3[N:28]=[C:29]([CH3:31])[O:30][C:26]=3[C:22]3[CH:23]=[CH:24][CH:25]=[C:20]([Cl:19])[CH:21]=3)=[O:33])[CH:15]=[N:14]2)=[CH:9][CH:8]=1)(=[O:6])[CH3:1]. Reported procedure: Following general procedure A followed by L, starting from 2-[5-(2-methyl-[1,3]dioxolan-2-yl)-furan-2-ylmethyl]-2H-[1,2,3]triazol-4-ylamine and 5-(3-chloro-phenyl)-2-methyl-oxazole-4-carboxylic acid. The reactants are CC1(OCCO1)C1=CC=C(O1)CN1N=CC(=N1)N (2-[5-(2-methyl-[1,3]dioxolan-2-yl)-furan-2-ylmethyl]-2H-[1,2,3]triazol-4-ylamine), ClC=1C=C(C=CC1)C1=C(N=C(O1)C)C(=O)O (5-(3-chloro-phenyl)-2-methyl-oxazole-4-carboxylic acid). The product is C(C)(=O)C1=CC=C(O1)CN1N=CC(=N1)NC(=O)C=1N=C(OC1C1=CC(=CC=C1)Cl)C (5-(3-Chloro-phenyl)-2-methyl-oxazole-4-carboxylic acid [2-(5-acetyl-furan-2-ylmethyl)-2H-[1,2,3]triazol-4-yl]-amide).